From a dataset of the Open Reaction Database (ORD), a public repository of structured organic reaction records. describe an organic reaction: reactants, conditions, products, and yield The reactants are COC=1C=C(N)C=C(C1)OC (3,5-dimethoxyaniline), ClC(C(=O)O)C (2-chloropropionic acid). Product: COC=1C=C(C=C(C1)OC)NC(C)C(=O)O (N-(3,5-dimethoxyphenyl)-D,L-alanine). Reaction SMILES: [CH3:1][O:2][C:3]1[CH:4]=[C:5]([CH:7]=[C:8]([O:10][CH3:11])[CH:9]=1)[NH2:6].Cl[CH:13]([CH3:17])[C:14]([OH:16])=[O:15]>>[CH3:11][O:10][C:8]1[CH:7]=[C:5]([NH:6][CH:13]([C:14]([OH:16])=[O:15])[CH3:17])[CH:4]=[C:3]([O:2][CH3:1])[CH:9]=1. Procedure: The title compound was prepared according to the procedure described in U.S. Pat. No. 3,598,859 (or Example A above) using 3,5-dimethoxyaniline (Aldrich) and 2-chloropropionic acid (Aldrich). Reactants: BrC1=CC(=C(N)C=C1)F (4-bromo-2-fluoroaniline), 10, C12C(CCCC1)C(=O)OC2=O (cyclohexane-1,2-dicarboxylic anhydride). The solvent is C(C)(=O)O (acetic acid). Reaction conditions: time 2 hour. Yields the product BrC1=CC(=C(C=C1)N1C(C2CCCCC2C1=O)=O)F (2-(4-bromo-2-fluorophenyl)-3a,4,5,6,7,7a-hexahydro-1H-isoindole-1,3(2H)-dione). Reaction SMILES: [Br:1][C:2]1[CH:8]=[CH:7][C:5]([NH2:6])=[C:4]([F:9])[CH:3]=1.[CH:10]12[C:19](=O)[O:18][C:16](=[O:17])[CH:11]1[CH2:12][CH2:13][CH2:14][CH2:15]2>C(O)(=O)C>[Br:1][C:2]1[CH:8]=[CH:7][C:5]([N:6]2[C:16](=[O:17])[CH:11]3[CH:10]([CH2:15][CH2:14][CH2:13][CH2:12]3)[C:19]2=[O:18])=[C:4]([F:9])[CH:3]=1. Reported procedure: 11.4 Parts of 4-bromo-2-fluoroaniline were added to a solution of 10 parts of cyclohexane-1,2-dicarboxylic anhydride in 100 parts of glacial acetic acid and the mixture was stirred for 2 hours. The mixture was refluxed for 20 hours and then poured onto 200 parts of ice. The resulting purple crystals were filtered and recrystallized from 70 parts of methanol at -40° to yield 7.6 parts of lavender crystals of 2-(4-bromo-2-fluorophenyl)-3a,4,5,6,7,7a-hexahydro-1H-isoindole-1,3(2H)-dione melting at ... The reactants are O (water), C(#N)C1(CCCC1)C(=O)OC (methyl 1-cyanocyclopentanecarboxylate). Reagents/catalysts: [Ni] (Raney nickel). Solvent: C(=O)O (formic acid). Run at temperature 45 celsius. Product: C(=O)C1(CCCC1)C(=O)OC (methyl 1-formylcyclopentanecarboxylate). The yield is 69.0%. As a reaction SMILES: [C:1]([C:3]1([C:8]([O:10][CH3:11])=[O:9])[CH2:7][CH2:6][CH2:5][CH2:4]1)#N.[OH2:12]>[Ni].C(O)=O>[CH:1]([C:3]1([C:8]([O:10][CH3:11])=[O:9])[CH2:7][CH2:6][CH2:5][CH2:4]1)=[O:12]. Procedure details: To a 12 L flask equipped with a mechanical stirrer, thermometer and condenser containing a nitrogen inlet was added Raney nickel (1 kg, 50% slurry in water, as sold by the Aldrich Chemical Co.). This material was washed with distilled water and decanted (3×0.8 L). Formic acid (88% 7 L) was added (stirring started) followed by a solution of methyl 1-cyanocyclopentanecarboxylate (696 g, 4.54 mol) in formic acid (88%, 1 L). Gas evolved and the exothermic mixture (temperature increased to 45° C.) wa... Reaction SMILES: C(OC(=O)[NH:10][CH2:11][CH2:12][CH2:13][CH2:14][CH2:15][C:16]([N:18]1[CH2:22][CH:21]([OH:23])[CH2:20][CH:19]1[CH:24]([C:43]1[CH:48]=[CH:47][CH:46]=[CH:45][CH:44]=1)[O:25][CH:26]([C:35]1[CH:40]=[CH:39][C:38]([O:41][CH3:42])=[CH:37][CH:36]=1)[C:27]1[CH:32]=[CH:31][C:30]([O:33][CH3:34])=[CH:29][CH:28]=1)=[O:17])C1C=CC=CC=1>C(OCC)(=O)C>[NH2:10][CH2:11][CH2:12][CH2:13][CH2:14][CH2:15][C:16]([N:18]1[CH2:22][CH:21]([OH:23])[CH2:20][CH:19]1[CH:24]([C:43]1[CH:48]=[CH:47][CH:46]=[CH:45][CH:44]=1)[O:25][CH:26]([C:35]1[CH:40]=[CH:39][C:38]([O:41][CH3:42])=[CH:37][CH:36]=1)[C:27]1[CH:32]=[CH:31][C:30]([O:33][CH3:34])=[CH:29][CH:28]=1)=[O:17]. Run in C(C)(=O)OCC (ethyl acetate). Reactants: C(C1=CC=CC=C1)OC(NCCCCCC(=O)N1C(CC(C1)O)C(OC(C1=CC=C(C=C1)OC)C1=CC=C(C=C1)OC)C1=CC=CC=C1)=O ((6-{2-[Bis-(4-methoxy-phenyl)-phenyl-methoxymethyl]-4-hydroxy-pyrrolidin-1-yl}-6-oxo-hexyl)-carbamic acid benzyl ester). Yields the product NCCCCCC(=O)N1C(CC(C1)O)C(OC(C1=CC=C(C=C1)OC)C1=CC=C(C=C1)OC)C1=CC=CC=C1 (6-Amino-1-{2-[bis-(4-methoxy-phenyl)-phenyl-methoxymethyl]-4-hydroxy-pyrrolidin-1-yl}-hexan-1-one). The yield is 91.4%. Reported procedure: Compound 4a (14.5 g, 21.7 mmol) was dissolved in ethyl acetate (100 mL) and purged with argon. To the solution was added 10% palladium on carbon (2 g). The flask was purged with hydrogen 2 times and stirred further at room temperature under hydrogen atmosphere for overnight. The disappearance of the starting material was confirmed by the TLC. The reaction mixture was filtered through a pad of Celite and washed with ethyl acetate. The combined organic layer was concentrated under reduced pressure... Conditions: time 8 hour. Reactants: C1(=CC=CC=C1)C(CC(=O)OCC)C1=CNC2=CC(=CC=C12)OCCCO (Ethyl 3-phenyl-3-[6-(3-hydroxypropoxy)indol-3-yl]propionate), ClC(COC(=O)NC1=NC=CC=C1)(Cl)Cl (2-(2,2,2-trichloroethoxycarbonylamino)pyridine), C1(=CC=CC=C1)P(C1=CC=CC=C1)C1=CC=CC=C1 (triphenylphosphine), C(C)OC(=O)N=NC(=O)OCC (azodicarboxylic acid diethyl ester). Solvent: C1CCOC1 (THF), C1CCOC1 (THF). Yields the product C1(=CC=CC=C1)C(CC(=O)OCC)C1=CNC2=CC(=CC=C12)OCCCN(C(=O)OCC(Cl)(Cl)Cl)C1=NC=CC=C1 (ethyl 3-phenyl-3-(6-{3-[(pyridin-2-yl)(2,2,2-trichloroethoxycarbonyl)amino]propoxy}indol-3-yl)propionate). RXN SMILES: [C:1]1([CH:7]([C:14]2[C:22]3[C:17](=[CH:18][C:19]([O:23][CH2:24][CH2:25][CH2:26]O)=[CH:20][CH:21]=3)[NH:16][CH:15]=2)[CH2:8][C:9]([O:11][CH2:12][CH3:13])=[O:10])[CH:6]=[CH:5][CH:4]=[CH:3][CH:2]=1.[Cl:28][C:29]([Cl:42])([Cl:41])[CH2:30][O:31][C:32]([NH:34][C:35]1[CH:40]=[CH:39][CH:38]=[CH:37][N:36]=1)=[O:33].C1(P(C2C=CC=CC=2)C2C=CC=CC=2)C=CC=CC=1.C(OC(N=NC(OCC)=O)=O)C>C1COCC1>[C:1]1([CH:7]([C:14]2[C:22]3[C:17](=[CH:18][C:19]([O:23][CH2:24][CH2:25][CH2:26][N:34]([C:35]4[CH:40]=[CH:39][CH:38]=[CH:37][N:36]=4)[C:32]([O:31][CH2:30][C:29]([Cl:28])([Cl:41])[Cl:42])=[O:33])=[CH:20][CH:21]=3)[NH:16][CH:15]=2)[CH2:8][C:9]([O:11][CH2:12][CH3:13])=[O:10])[CH:6]=[CH:5][CH:4]=[CH:3][CH:2]=1. Procedure: 500 mg (1.36 mmol) of 5 and 550 mg (2.04 mmol) of 2-(2,2,2-trichloroethoxycarbonylamino)pyridine and 907 mg (2.72 mmol) of triphenylphosphine (polymer-bound) are introduced into 7.5 ml of anhydrous THF, and a solution of 0.32 ml (2.04 mmol) of azodicarboxylic acid diethyl ester (diethyl azodicarboxylate, DEAD) in 7.5 ml of THF is added dropwise at room temperature over the course of 30 minutes. The TLC check shows complete conversion after 1.5 hours. The polymer is filtered off, and the solution...